Dataset: the Open Reaction Database (ORD), a public repository of structured organic reaction records. Task: describe an organic reaction: reactants, conditions, products, and yield Reactants: 152, CC1(OC2=C(C(C1)=O)C=CC=C2)C(=O)O (3,4-dihydro-2-methyl-4-oxo-2H-1-benzopyran-2-carboxylic acid), S(O)(O)(=O)=O (sulfuric acid), C(C)O (ethanol). Reaction conditions: time 8 hour. Yields the product CC1(OC2=C(C(C1)=O)C=CC=C2)C(=O)OCC (ethyl 3,4-dihydro-2-methyl-4-oxo-2H-1-benzopyran-2-carboxylate), intermediate 26. Yield: 72.7%. As a reaction SMILES: [CH3:1][C:2]1([C:13]([OH:15])=[O:14])[CH2:7][C:6](=[O:8])[C:5]2[CH:9]=[CH:10][CH:11]=[CH:12][C:4]=2[O:3]1.S(=O)(=O)(O)O.[CH2:21](O)[CH3:22]>>[CH3:1][C:2]1([C:13]([O:15][CH2:21][CH3:22])=[O:14])[CH2:7][C:6](=[O:8])[C:5]2[CH:9]=[CH:10][CH:11]=[CH:12][C:4]=2[O:3]1. Reported procedure: A mixture of 152 parts of 3,4-dihydro-2-methyl-4-oxo-2H-1-benzopyran-2-carboxylic acid, 18.4 parts of concentrate sulfuric acid and 2720 parts of ethanol was stirred overnight at reflux temperature. The reaction mixture was evaporated and the residue was taken up in a mixture of 1,1'-oxybisethane and a sodium hydroxide solution. The organic layer was separated, washed with water, dried, filtered and evaporated. The residue was purified by column chromatography over silica gel using trichlorometh... The reactants are C1(=CC=CC=C1)OC(NC1=NC(=CC(=N1)OC)OC)=O (phenyl(4,6-dimethoxypyrimidin-2-yl)carbamate), CSC1=NN=C(S1)CC1=C(C=CC=C1)S(=O)(=O)N (2-[[5-(Methylthio)-1,3,4-thiadiazol-2-yl]methyl]benzenesulfonamide), N12CCCCCC2=NCCC1 (1.8-diazabicyclo[5.4.0]undec-7-ene). The solvent is O (water), O1CCOCC1 (p-dioxane). Run at time 2 hour. Product: COC1=NC(=NC(=C1)OC)NC(=O)NS(=O)(=O)C1=C(C=CC=C1)CC=1SC(=NN1)SC (N-[(4,6-Dimethoxypyrimidin-2-yl)aminocarbonyl]-2-[[5-(methylthio)-1,3,4-thiadiazol-2-yl]methyl]benzenesulfonamide). Yield: 19.8%. RXN SMILES: [CH3:1][S:2][C:3]1[S:7][C:6]([CH2:8][C:9]2[CH:14]=[CH:13][CH:12]=[CH:11][C:10]=2[S:15]([NH2:18])(=[O:17])=[O:16])=[N:5][N:4]=1.C1([O:25][C:26](=O)[NH:27][C:28]2[N:33]=[C:32]([O:34][CH3:35])[CH:31]=[C:30]([O:36][CH3:37])[N:29]=2)C=CC=CC=1.N12CCCN=C1CCCCC2>O1CCOCC1.O>[CH3:35][O:34][C:32]1[CH:31]=[C:30]([O:36][CH3:37])[N:29]=[C:28]([NH:27][C:26]([NH:18][S:15]([C:10]2[CH:11]=[CH:12][CH:13]=[CH:14][C:9]=2[CH2:8][C:6]2[S:7][C:3]([S:2][CH3:1])=[N:4][N:5]=2)(=[O:16])=[O:17])=[O:25])[N:33]=1. Procedure: To a suspension containing 0.63 g of the sulfonamide prepared in Example 3 in 10 ml of p-dioxane was added 0.6 g phenyl(4,6-dimethoxypyrimidin-2-yl)carbamate followed by dropwise addition of 0.33 g of 1.8-diazabicyclo[5.4.0]undec-7-ene (DBU). The solution was stirred at room temperature for two hours then diluted with about 75 ml of water. After extracting the cloudy aqueous solution 1×30 ml of diethyl ether, the clear aqueous layer was acidified with concentrated hydrochloric acid (red to litmu... Reactants: CN1CCNCC1 (N-methylpiperazine), C(C)(=O)O (acetic acid), NC=1C2=C(N=CN1)N(C=C2C2=CC=C(C=C2)OC2=CC=CC=C2)C2CC(CC2)O (3-[4-amino-5-(4-phenoxyphenyl)-7H-pyrrolo[2,3-d]pyrimidin-7-yl]cyclopentan-1-ol), CN1CCNCC1 (N-methylpiperazine), C(C)(=O)O[BH-](OC(C)=O)OC(C)=O.[Na+] (sodium triacetoxyborohydride), C(C)(=O)O (acetic acid), CN1CCNCC1 (N-methylpiperazine), C(C)(=O)O[BH-](OC(C)=O)OC(C)=O.[Na+] (sodium triacetoxyborohydride), C(C)(=O)O (acetic acid), C(C)(=O)O[BH-](OC(C)=O)OC(C)=O.[Na+] (sodium triacetoxyborohydride). The reagents and catalysts are [O-2].[O-2].[Mn+4] (manganese dioxide). Solvent: ClCCl (dichloromethane), ClCCl (dichloromethane). Reaction conditions: time 17 hour. Product: C(\C=C/C(=O)O)(=O)O.C(\C=C/C(=O)O)(=O)O.C(\C=C/C(=O)O)(=O)O.CN1CCN(CC1)C1CC(CC1)N1C=C(C2=C1N=CN=C2N)C2=CC=C(C=C2)OC2=CC=CC=C2 (7-[3-(4-methylpiperazino) cyclopentyl]-5-(4-phenoxyphenyl)-7H-pyrrolo[2,3-d]pyrimidin-4-amine tri-maleate). As a reaction SMILES: [NH2:1][C:2]1[C:3]2[C:10]([C:11]3[CH:16]=[CH:15][C:14]([O:17][C:18]4[CH:23]=[CH:22][CH:21]=[CH:20][CH:19]=4)=[CH:13][CH:12]=3)=[CH:9][N:8]([CH:24]3[CH2:28][CH2:27][CH:26](O)[CH2:25]3)[C:4]=2[N:5]=[CH:6][N:7]=1.[CH3:30][N:31]1[CH2:36][CH2:35][NH:34][CH2:33][CH2:32]1.[C:37]([O:40][BH-]([O:46][C:47](=[O:49])[CH3:48])OC(=O)C)(=[O:39])[CH3:38].[Na+].[C:51]([OH:54])(=[O:53])[CH3:52]>[O-2].[O-2].[Mn+4].ClCCl>[C:47]([OH:46])(=[O:49])/[CH:48]=[CH:52]\[C:51]([OH:54])=[O:53].[C:37]([OH:40])(=[O:39])/[CH:38]=[CH:52]\[C:51]([OH:54])=[O:53].[C:47]([OH:46])(=[O:49])/[CH:48]=[CH:52]\[C:51]([OH:54])=[O:53].[CH3:30][N:31]1[CH2:36][CH2:35][N:34]([CH:26]2[CH2:27][CH2:28][CH:24]([N:8]3[C:4]4[N:5]=[CH:6][N:7]=[C:2]([NH2:1])[C:3]=4[C:10]([C:11]4[CH:12]=[CH:13][C:14]([O:17][C:18]5[CH:19]=[CH:20][CH:21]=[CH:22][CH:23]=5)=[CH:15][CH:16]=4)=[CH:9]3)[CH2:25]2)[CH2:33][CH2:32]1 |f:2.3,5.6.7,9.10.11.12|. Procedure details: 3-[4-amino-5-(4-phenoxyphenyl)-7H-pyrrolo[2,3-d]pyrimidin-7-yl]cyclopentan-1-ol (2.14 g, 0.0055 mol) in 11 dichloromethane was stirred with 12 g active manganese dioxide for 5 hours, filtered and fresh manganese dioxide (8 g) added to the filtrate. After stirring for a further 17 hours, the mixture was filtered and used directly. HPLC/MS showed starting material and 3-[4-amino-5-(4-phenoxyphenyl)-7H-pyrrolo[2,3-d]pyrimidin-7-yl]-1-cyclopentanone 62.7% tr 4.38 minutes. The dichloromethane solutio... Isolated yield 82.0%. Procedure details: The same method as employed in the preparation of Example 1 but starting from 9H-carbazole and (±)-4-oxiranylmethyl-piperazine-1-carboxylic acid tert-butyl ester (prepared according to the procedure of Toldy, L. et al., WO 97/14685) gives after flash chromatography the title compound as a pale yellow foam in a 82% yield. Reactants: C1=CC=CC=2C3=CC=CC=C3NC12 (9H-carbazole), C(C)(C)(C)OC(=O)N1CCN(CC1)CC1OC1 ((±)-4-oxiranylmethyl-piperazine-1-carboxylic acid tert-butyl ester). Product: C(C)(C)(C)OC(=O)N1CCN(CC1)CC(CN1C2=CC=CC=C2C=2C=CC=CC12)O ((±)-4-(3-Carbazol-9-yl-2-hydroxy-propyl)-piperazine-1-carboxylic tert-butyl ester). RXN SMILES: [CH:1]1[C:13]2[NH:12][C:11]3[C:6](=[CH:7][CH:8]=[CH:9][CH:10]=3)[C:5]=2[CH:4]=[CH:3][CH:2]=1.[C:14]([O:18][C:19]([N:21]1[CH2:26][CH2:25][N:24]([CH2:27][CH:28]2[CH2:30][O:29]2)[CH2:23][CH2:22]1)=[O:20])([CH3:17])([CH3:16])[CH3:15]>>[C:14]([O:18][C:19]([N:21]1[CH2:22][CH2:23][N:24]([CH2:27][CH:28]([OH:29])[CH2:30][N:12]2[C:11]3[CH:10]=[CH:9][CH:8]=[CH:7][C:6]=3[C:5]3[C:13]2=[CH:1][CH:2]=[CH:3][CH:4]=3)[CH2:25][CH2:26]1)=[O:20])([CH3:17])([CH3:16])[CH3:15]. Reactants: CO, O=C1C(Cc2ccncc2)c2cccnc2N1c1ccc(Cl)cc1, ClCc1ccccc1, [Na+], [OH-]. Yields the product O=C1N(c2ccc(Cl)cc2)c2ncccc2C1(Cc1ccccc1)Cc1ccncc1. Reaction SMILES: [CH3:35][OH:36].[Cl:1][c:2]1[cH:3][cH:4][c:5]([N:8]2[C:9](=[O:24])[CH:10]([CH2:17][c:18]3[cH:19][cH:20][n:21][cH:22][cH:23]3)[c:11]3[c:12]2[n:13][cH:14][cH:15][cH:16]3)[cH:6][cH:7]1.[Cl:27][CH2:28][c:29]1[cH:30][cH:31][cH:32][cH:33][cH:34]1.[Na+:26].[OH-:25]>>[Cl:1][c:2]1[cH:3][cH:4][c:5]([N:8]2[C:9](=[O:24])[C:10]([CH2:17][c:18]3[cH:19][cH:20][n:21][cH:22][cH:23]3)([CH2:28][c:29]3[cH:30][cH:31][cH:32][cH:33][cH:34]3)[c:11]3[c:12]2[n:13][cH:14][cH:15][cH:16]3)[cH:6][cH:7]1. The reactants are Cc1ccc(S(=O)(=O)O)cc1, NCCOCCO, O=C1OC(=O)c2ccccc21, O, c1ccccc1. Yields the product O=C1c2ccccc2C(=O)N1CCOCCO. RXN SMILES: [CH3:19][c:20]1[cH:21][cH:22][c:23]([S:24]([OH:25])(=[O:26])=[O:27])[cH:28][cH:29]1.[NH2:12][CH2:13][CH2:14][O:15][CH2:16][CH2:17][OH:18].[O:1]=[C:2]1[O:3][C:4](=[O:5])[c:6]2[cH:7][cH:8][cH:9][cH:10][c:11]21.[OH2:30].[cH:31]1[cH:32][cH:33][cH:34][cH:35][cH:36]1>>[C:2]1(=[O:3])[c:11]2[c:6]([cH:7][cH:8][cH:9][cH:10]2)[C:4](=[O:5])[N:12]1[CH2:13][CH2:14][O:15][CH2:16][CH2:17][OH:18]. The reactants are C(=O)(OCC1=CC=CC=C1)Cl (carbobenzoxychloride), N1[C@H](CO)CCC1 (L-prolinol), C(O)([O-])=O.[Na+] (sodium hydrogen carbonate). Run in C(Cl)Cl (methylene chloride), C(Cl)Cl (methylene chloride), O (water). Conditions: time 1 hour. The product is C(=O)(OCC1=CC=CC=C1)N1[C@H](CO)CCC1 (N-carbobenzoxy-L-prolinol). Isolated yield 94.4%. RXN SMILES: [C:1](Cl)([O:3][CH2:4][C:5]1[CH:10]=[CH:9][CH:8]=[CH:7][CH:6]=1)=[O:2].[NH:12]1[CH2:18][CH2:17][CH2:16][C@H:13]1[CH2:14][OH:15].C(=O)([O-])O.[Na+]>C(Cl)Cl.O>[C:1]([N:12]1[CH2:18][CH2:17][CH2:16][C@H:13]1[CH2:14][OH:15])([O:3][CH2:4][C:5]1[CH:10]=[CH:9][CH:8]=[CH:7][CH:6]=1)=[O:2] |f:2.3|. Procedure details: A solution of carbobenzoxychloride 7.87 g in methylene chloride 50 ml is dropped to a mixture of L-prolinol 4.9 g in methylene chloride 50 ml and sodium hydrogen carbonate 11.6 g in water 50 ml at 0° C. under vigorously agitation. The mixture is stirred for 1 hour at room temperature. The organic layer is separated, washed, dried and concentrated in vacuo to give N-carbobenzoxy-L-prolinol 10.25 g. Reactants: [H-].[Na+] (Sodium hydride), O1C(=NC=C1)C1=CC=C(C=C1)O (p-(2-oxazolyl)phenol), S(C)(=O)(=O)[O-].O1[C-]=NC(C1)=O (oxazolidone mesylate). Run in CN(C=O)C (dimethylformamide), CN(C=O)C (dimethylformamide). Yields the product S(=O)(=O)(O)C1=CC=C(C)C=C1.O1CNCC1 (oxazolidine tosylate). The yield is 40.7%. Reaction SMILES: [H-].[Na+].O1C=CN=[C:4]1[C:8]1[CH:13]=[CH:12][C:11](O)=[CH:10][CH:9]=1.[S:15]([O-:19])(=[O:18])(=[O:17])C.[O:20]1[CH2:24][C:23](=O)[N:22]=[C-:21]1>CN(C)C=O>[S:15]([C:11]1[CH:12]=[CH:13][C:8]([CH3:4])=[CH:9][CH:10]=1)([OH:19])(=[O:18])=[O:17].[O:20]1[CH2:24][CH2:23][NH:22][CH2:21]1 |f:0.1,3.4,6.7|. Procedure details: A solution of 2-phenyl-3-(3,4-dimethoxyphenylethyl)-5-(hydroxymethyl)oxazolidine 1 (25.76 g, 0.075 m) in pyridine (30 ml) was cooled to 10° C. and p-toluenesulfonyl chloride (14.30 g, 0.075 m) was added over 30 minutes, keeping the temperature below 25° C. After stirring at 25° C. for 3 hours, a cold solution of K2CO3 (10.37 g, 0.075 m) in H2O (70 mL) was added and the mixture was extracted with CHCl3 (3×125 mL). The extracts were washed with H2O, dried and concentrated under reduced pressure be... Procedure details: The title compound was prepared in a manner similar to Example 412 using 6-(4-(4-cyanophenyl)-5-hydroxy-1H-pyrazol-1-yl)-4-methylnicotinic acid and 1-methylpiperazine. 1H NMR (400 MHz, DMSO-d6) δ ppm 2.39 (s, 3H) 2.82 (s, 3H) 4.02 (br. s., 4H) 4.56 (br. s., 4H) 7.79 (d, J=8.59 Hz, 2H) 8.12 (br. s., 2H) 8.37 (s, 1H) 8.59 (br. s., 2H); ESI-MS m/z (M+H)+ calc'd for C22H22N6O2, 403.18. found 403.3. Yields the product OC1=C(C=NN1C1=NC=C(C(=C1)C)C(=O)N1CCN(CC1)C)C1=CC=C(C#N)C=C1 (4-(5-hydroxy-1-(4-methyl-5-(4-methylpiperazine-1-carbonyl)pyridin-2-yl)-1H-pyrazol-4-yl)benzonitrile). Starting materials: C(#N)C1=CC=C(C=C1)C=1C=NN(C1O)C1=NC=C(C(=O)O)C(=C1)C (6-(4-(4-cyanophenyl)-5-hydroxy-1H-pyrazol-1-yl)-4-methylnicotinic acid), CN1CCNCC1 (1-methylpiperazine). Reaction SMILES: [C:1]([C:3]1[CH:8]=[CH:7][C:6]([C:9]2[CH:10]=[N:11][N:12]([C:15]3[CH:23]=[C:22]([CH3:24])[C:18]([C:19](O)=[O:20])=[CH:17][N:16]=3)[C:13]=2[OH:14])=[CH:5][CH:4]=1)#[N:2].[CH3:25][N:26]1[CH2:31][CH2:30][NH:29][CH2:28][CH2:27]1>>[OH:14][C:13]1[N:12]([C:15]2[CH:23]=[C:22]([CH3:24])[C:18]([C:19]([N:29]3[CH2:30][CH2:31][N:26]([CH3:25])[CH2:27][CH2:28]3)=[O:20])=[CH:17][N:16]=2)[N:11]=[CH:10][C:9]=1[C:6]1[CH:7]=[CH:8][C:3]([C:1]#[N:2])=[CH:4][CH:5]=1. Conditions: time 1 hour. RXN SMILES: [H-].[Na+].[CH3:3][N:4]1[CH2:8][CH2:7][NH:6][C:5]1=[C:9]([N+:13]([O-:15])=[O:14])[C:10]([OH:12])=[O:11].[Cl:16][C:17]1[CH:27]=[C:26]([Cl:28])[CH:25]=[CH:24][C:18]=1[O:19][CH2:20][C:21](Cl)=[O:22].[CH3:29]N(C)C=O>>[CH3:29][O:11][C:10](=[O:12])[C:9](=[C:5]1[N:4]([CH3:3])[CH2:8][CH2:7][N:6]1[C:21](=[O:22])[CH2:20][O:19][C:18]1[CH:24]=[CH:25][C:26]([Cl:28])=[CH:27][C:17]=1[Cl:16])[N+:13]([O-:15])=[O:14] |f:0.1|. Procedure details: 2.3 g of sodium hydride was slurried in 75 ml of dimethylformamide at 5°. To that slurry, at 5°, was added 19.5 g of 1B over a 30-minute period. The stirred mixture was allowed to warm to room temperature and stirred at that temperature for one hour. The mixture then was cooled to 5° and there was added thereto a solution of 25.5 g of 2,4-dichlorophenoxyacetyl chloride in 25 ml of dimethylformamide, over a 20-minute period, the stirred mixture being held at 5°-12°. The stirred mixture was allowe... Starting materials: [H-].[Na+] (sodium hydride), ClC1=C(OCC(=O)Cl)C=CC(=C1)Cl (2,4-dichlorophenoxyacetyl chloride), CN(C=O)C (dimethylformamide), ice water, CN1C(NCC1)=C(C(=O)O)[N+](=O)[O-] ((1-methyl-2-imidazolidinylidene)nitroacetic acid), CN(C=O)C (dimethylformamide). The product is COC(C([N+](=O)[O-])=C1N(CCN1C)C(COC1=C(C=C(C=C1)Cl)Cl)=O)=O (methyl(1-((2,4-dichlorphenoxy)acetyl)-3-methyl-2-imidazolidinylidene)nitroacetate).